From a dataset of the Open Reaction Database (ORD), a public repository of structured organic reaction records. describe an organic reaction: reactants, conditions, products, and yield Reactants: FC1=C(C=CC(=C1)F)CCO (2-(2,4-difluorophenyl)ethanol), ClC1=NC(N2C(N(CCC2)C)=C1)=O (8-chloro-1-methyl-3,4-dihydro-1H-pyrimido[1,6-a]pyrimidin-6(2H)-one). Product: FC1=C(C=CC(=C1)F)CCOC1=NC(N2C(N(CCC2)C)=C1)=O (8-[2-(2,4-Difluoro-phenyl)-ethoxy]-1-methyl-1,2,3,4-tetrahydro-pyrimido[1,6-a]pyrimidin-6-one). RXN SMILES: [F:1][C:2]1[CH:7]=[C:6]([F:8])[CH:5]=[CH:4][C:3]=1[CH2:9][CH2:10][OH:11].Cl[C:13]1[CH:23]=[C:17]2[N:18]([CH3:22])[CH2:19][CH2:20][CH2:21][N:16]2[C:15](=[O:24])[N:14]=1>>[F:1][C:2]1[CH:7]=[C:6]([F:8])[CH:5]=[CH:4][C:3]=1[CH2:9][CH2:10][O:11][C:13]1[CH:23]=[C:17]2[N:18]([CH3:22])[CH2:19][CH2:20][CH2:21][N:16]2[C:15](=[O:24])[N:14]=1. Procedure details: The title compound or its salt was prepared by a procedure similar to that described for E11 starting from 2-(2,4-difluorophenyl)ethanol and 8-chloro-1-methyl-3,4-dihydro-1H-pyrimido[1,6-a]pyrimidin-6(2H)-one. Starting materials: O (water), N1C=NC=C1 (imidazole), C(C)(C)(C)[Si](C)(C)Cl (tert-butylchlorodimethylsilane), COC1=C(C(=CC=C1)CO)CO (3-Methoxy-1,2-benzenedimethanol). Run in O1CCCC1 (tetrahydrofuran). Run at temperature 0 celsius. Yields the product [Si](C)(C)(C(C)(C)C)OCC1=C(CO)C(=CC=C1)OC (2-[(tert-Butyldimethylsilyl)oxymethyl]-6-methoxybenzyl alcohol). Isolated yield 52.9%. Reaction SMILES: [CH3:1][O:2][C:3]1[CH:8]=[CH:7][CH:6]=[C:5]([CH2:9][OH:10])[C:4]=1[CH2:11][OH:12].N1C=CN=C1.[C:18]([Si:22](Cl)([CH3:24])[CH3:23])([CH3:21])([CH3:20])[CH3:19].O>O1CCCC1>[Si:22]([O:10][CH2:9][C:5]1[CH:6]=[CH:7][CH:8]=[C:3]([O:2][CH3:1])[C:4]=1[CH2:11][OH:12])([C:18]([CH3:21])([CH3:20])[CH3:19])([CH3:24])[CH3:23]. Procedure: 3-Methoxy-1,2-benzenedimethanol (1.30 g, 7.73 mmol) obtained from Example 21-(1) was dissolved in tetrahydrofuran (15 ml), and imidazole (526.2 mg, 7.73 mmol) and tert-butylchlorodimethylsilane (1.165 g, 7.73 mmol) were added thereto at 0° C. with stirring. The mixture was stirred at room temperature for 2 hours, then water was added thereto, and the product was extracted with ethyl acetate. The organic layer was washed with a saturated aqueous solution of sodium chloride, and the solvent was di... Reaction SMILES: [Br:19][CH2:20][CH2:21][CH2:22][Cl:23].[CH3:24][C:25](=[O:26])[CH2:27][CH3:28].[CH:1]1([C:4](=[O:5])[c:6]2[cH:7][cH:8][c:9]([OH:12])[cH:10][cH:11]2)[CH2:2][CH2:3]1.[K+:13].[K+:14].[O-:15][C:16]([O-:17])=[O:18]>>[CH:1]1([C:4](=[O:5])[c:6]2[cH:7][cH:8][c:9]([O:12][CH2:20][CH2:21][CH2:22][Cl:23])[cH:10][cH:11]2)[CH2:2][CH2:3]1. Reactants: ClCCCBr, CCC(C)=O, O=C(c1ccc(O)cc1)C1CC1, [K+], [K+], O=C([O-])[O-]. The product is O=C(c1ccc(OCCCCl)cc1)C1CC1. Starting materials: BrCC1(OC2=C(C1)C(=C(C(=C2C)C)N)C)C (2-bromomethyl-2,3-dihydro-2,4,6,7-tetramethyl-5-benzofuranamine), FC1=CC=C(C=C1)C(NC1CCNCC1)C1=CC=C(C=C1)F (N-[bis(4-fluorophenyl)methyl]-4-piperidinamine), C([O-])([O-])=O.[K+].[K+] (potassium carbonate). The solvent is CN(C(C)=O)C (N,N-dimethylacetamide), O (water). Reaction conditions: temperature 172 celsius, time 4.5 hour. The product is NC=1C(=C(C2=C(CC(O2)(C)CN2CCC(CC2)NC(C2=CC=C(C=C2)F)C2=CC=C(C=C2)F)C1C)C)C (1-[(5-Amino-2,3-dihydro-2,4,6,7-tetramethylbenzofuran-2-yl)-methyl]-N-[bis(4-fluorophenyl)methyl]-4-piperidinamine). Yield: 38.9%. Reaction SMILES: Br[CH2:2][C:3]1([CH3:16])[CH2:7][C:6]2[C:8]([CH3:15])=[C:9]([NH2:14])[C:10]([CH3:13])=[C:11]([CH3:12])[C:5]=2[O:4]1.[F:17][C:18]1[CH:23]=[CH:22][C:21]([CH:24]([C:32]2[CH:37]=[CH:36][C:35]([F:38])=[CH:34][CH:33]=2)[NH:25][CH:26]2[CH2:31][CH2:30][NH:29][CH2:28][CH2:27]2)=[CH:20][CH:19]=1.C(=O)([O-])[O-].[K+].[K+]>CN(C)C(=O)C.O>[NH2:14][C:9]1[C:10]([CH3:13])=[C:11]([CH3:12])[C:5]2[O:4][C:3]([CH2:2][N:29]3[CH2:30][CH2:31][CH:26]([NH:25][CH:24]([C:21]4[CH:20]=[CH:19][C:18]([F:17])=[CH:23][CH:22]=4)[C:32]4[CH:33]=[CH:34][C:35]([F:38])=[CH:36][CH:37]=4)[CH2:27][CH2:28]3)([CH3:16])[CH2:7][C:6]=2[C:8]=1[CH3:15] |f:2.3.4|. Procedure: Under argon gas, a suspension of 2-bromomethyl-2,3-dihydro-2,4,6,7-tetramethyl-5-benzofuranamine (1.4 g), N-[bis(4-fluorophenyl)methyl]-4-piperidinamine (4.5 g), and potassium carbonate (1.4 g) in N,N-dimethylacetamide (20 mL) was stirred at 172° C. for 4.5 hours. This reaction mixture was diluted with water and extracted with ethyl acetate. The extract was washed with water and saturated aqueous sodium chloride solution, dried over MgSO4, and concentrated under reduced pressure. The residue was...